Task: describe an organic reaction: reactants, conditions, products, and yield. Dataset: the Open Reaction Database (ORD), a public repository of structured organic reaction records The reactants are C1CCOC1, COC(=O)C(CNC(=O)OC(C)(C)C)CNC(=O)OC(C)(C)C, [Na+], [OH-], O, O=C(O)CC(O)(CC(=O)O)C(=O)O. Yields the product CC(C)(C)OC(=O)NCC(CNC(=O)OC(C)(C)C)C(=O)O. RXN SMILES: [CH2:40]1[O:41][CH2:42][CH2:43][CH2:44]1.[CH3:3][O:4][C:5]([CH:6]([CH2:7][NH:8][C:9](=[O:10])[O:11][C:12]([CH3:13])([CH3:14])[CH3:15])[CH2:16][NH:17][C:18](=[O:19])[O:20][C:21]([CH3:22])([CH3:23])[CH3:24])=[O:25].[Na+:2].[OH-:1].[OH2:26].[OH:27][C:28]([CH2:29][C:30]([C:31](=[O:32])[OH:33])([CH2:34][C:35](=[O:36])[OH:37])[OH:38])=[O:39]>>[O:4]=[C:5]([CH:6]([CH2:7][NH:8][C:9](=[O:10])[O:11][C:12]([CH3:13])([CH3:14])[CH3:15])[CH2:16][NH:17][C:18](=[O:19])[O:20][C:21]([CH3:22])([CH3:23])[CH3:24])[OH:25].